This data is from the Open Reaction Database (ORD), a public repository of structured organic reaction records. The task is: describe an organic reaction: reactants, conditions, products, and yield Reactants: Cl.[Cl-].OCCCN(CCC[N+](C)(C)C)C (3-[N-(3-hydroxypropyl)methylamino]-N,N,N-trimethylpropan-1-aminium chloride hydrochloride), ( a ), ( b ), Cl.[Cl-].OCCCN(CCC[N+](C)(C)C)C (3-[N-(3-hydroxypropyl)methylamino]-N,N,N-trimethylpropan-1-aminium chloride hydrochloride), IC (iodomethane), C([O-])([O-])=O.[Na+].[Na+] (sodium carbonate), [Br-].C[N+](CCCNC)(C)C (N,N,N-trimethyl-[3-(methylamino)]-1-propanaminium bromide), O1CCC1 (oxetane), Cl.C(=O)N(CCCO)CCCN (3-[N'-formyl-N'-(3-hydroxypropyl)amino]-1-propanamine hydrochloride), Cl (hydrochloric acid), Cl (hydrochloride), [Cl-].ClCCCN(CCC[N+](C)(C)C)C (3-[N-(3-chloropropyl)methylamino]-N,N,N-trimethyl-propan-1-aminium chloride), S(=O)(Cl)Cl (thionyl chloride). Product: [Cl-].C(=O)N(CCCO)CCC[N+](C)(C)C (3-[N'-formyl-N'-(3-hydroxypropyl)amino]N,N,N-trimethyl-propan-1-aminium chloride). Reaction SMILES: Cl.[Cl-].[Cl:3]CCCN(C)CCC[N+](C)(C)C.S(Cl)(Cl)=O.Cl.[Cl-].[OH:22][CH2:23][CH2:24][CH2:25][N:26]([CH3:34])[CH2:27][CH2:28][CH2:29][N+:30]([CH3:33])([CH3:32])[CH3:31].[Br-].C[N+](C)(C)CCCNC.[O:45]1CCC1.Cl.C(N(CCCN)CCCO)=O.IC.C(=O)([O-])[O-].[Na+].[Na+]>>[Cl-:3].[CH:34]([N:26]([CH2:27][CH2:28][CH2:29][N+:30]([CH3:31])([CH3:32])[CH3:33])[CH2:25][CH2:24][CH2:23][OH:22])=[O:45] |f:1.2,4.5.6,7.8,10.11,13.14.15,16.17|. Procedure details: The hydrochloride of 3-[N-(3-chloropropyl)methylamino]-N,N,N-trimethyl-propan-1-aminium chloride has been prepared by reacting thionyl chloride with 3-[N-(3-hydroxypropyl)methylamino]-N,N,N-trimethylpropan-1-aminium chloride hydrochloride. This 3-[N-(3-hydroxypropyl)methylamino]-N,N,N-trimethylpropan-1-aminium chloride hydrochloride has been prepared (a) by heating N,N,N-trimethyl-[3-(methylamino)]-1-propanaminium bromide with oxetane, and treating the resulting product with concentrated hydroch... Starting materials: O=C([O-])[O-], CC#N, CS(=O)(=O)c1cnc(Cl)cn1, [K+], [K+], O, COCC(C)Oc1cc(O)cc(-c2ccc(C3=NC(C(C)O)CO3)[nH]2)c1. The product is COCC(C)Oc1cc(Oc2cnc(S(C)(=O)=O)cn2)cc(-c2ccc(C3=NC(C(C)O)CO3)[nH]2)c1. Reaction SMILES: [C:38](=[O:39])([O-:40])[O-:41].[CH3:45][C:46]#[N:47].[Cl:27][c:28]1[n:29][cH:30][c:31]([S:34](=[O:35])(=[O:36])[CH3:37])[n:32][cH:33]1.[K+:42].[K+:43].[OH2:44].[OH:1][CH:2]([CH3:3])[CH:4]1[N:5]=[C:6]([c:9]2[cH:10][cH:11][c:12](-[c:14]3[cH:15][c:16]([OH:26])[cH:17][c:18]([O:20][CH:21]([CH2:22][O:23][CH3:24])[CH3:25])[cH:19]3)[nH:13]2)[O:7][CH2:8]1>>[OH:1][CH:2]([CH3:3])[CH:4]1[N:5]=[C:6]([c:9]2[cH:10][cH:11][c:12](-[c:14]3[cH:15][c:16]([O:26][c:28]4[n:29][cH:30][c:31]([S:34](=[O:35])(=[O:36])[CH3:37])[n:32][cH:33]4)[cH:17][c:18]([O:20][CH:21]([CH2:22][O:23][CH3:24])[CH3:25])[cH:19]3)[nH:13]2)[O:7][CH2:8]1.